This data is from the Open Reaction Database (ORD), a public repository of structured organic reaction records. The task is: describe an organic reaction: reactants, conditions, products, and yield Reactants: CC12C=CC(=O)C=C1CCC1C2C(=O)CC2(C)C(OS(C)(=O)=O)CCC12, CCO, SCc1ccc(Cl)cc1Cl, [Na]. Yields the product CC12C=CC(=O)C=C1CCC1C2C(=O)CC2(C)C(SCc3ccc(Cl)cc3Cl)CCC12. Reaction SMILES: [CH3:12][S:13]([O:14][CH:17]1[C:18]2([CH3:19])[CH:20]([CH2:21][CH2:22]1)[CH:23]1[CH2:24][CH2:25][C:26]3=[CH:27][C:28](=[O:37])[CH:29]=[CH:30][C:31]3([CH3:32])[CH:33]1[C:34](=[O:36])[CH2:35]2)(=[O:15])=[O:16].[CH3:38][CH2:39][OH:40].[Cl:2][c:3]1[c:4]([CH2:5][SH:6])[cH:7][cH:8][c:9]([Cl:11])[cH:10]1.[Na:1]>>[Cl:2][c:3]1[c:4]([CH2:5][S:6][CH:17]2[C:18]3([CH3:19])[CH:20]([CH2:21][CH2:22]2)[CH:23]2[CH2:24][CH2:25][C:26]4=[CH:27][C:28](=[O:37])[CH:29]=[CH:30][C:31]4([CH3:32])[CH:33]2[C:34](=[O:36])[CH2:35]3)[cH:7][cH:8][c:9]([Cl:11])[cH:10]1. Starting materials: C(C)(C)(C)OC(=O)NC1(CC1)C(=O)NN1C(=C(C=C1)Cl)C(=O)OC (methyl 1-(1-((tert-butoxycarbonyl)amino)cyclopropanecarboxamido)-3-chloro-1H-pyrrole-2-carboxylate), N (NH3). The solvent is CCOC(=O)C (EtOAc), O (water). Reaction conditions: temperature 110 celsius. The product is ClC=1C=CN2N=C(N=C(C21)O)C2(CC2)NC(OC(C)(C)C)=O (tert-butyl (1-(5-chloro-4-hydroxypyrrolo[2,1-f][1,2,4]triazin-2-yl)cyclopropyl)carbamate). The yield is 46.3%. RXN SMILES: [C:1]([O:5][C:6]([NH:8][C:9]1([C:12]([NH:14][N:15]2[CH:19]=[CH:18][C:17]([Cl:20])=[C:16]2[C:21]([O:23]C)=O)=O)[CH2:11][CH2:10]1)=[O:7])([CH3:4])([CH3:3])[CH3:2].[NH3:25]>O.CCOC(C)=O>[Cl:20][C:17]1[CH:18]=[CH:19][N:15]2[C:16]=1[C:21]([OH:23])=[N:25][C:12]([C:9]1([NH:8][C:6](=[O:7])[O:5][C:1]([CH3:2])([CH3:3])[CH3:4])[CH2:11][CH2:10]1)=[N:14]2. Procedure details: A stirred solution of methyl 1-(1-((tert-butoxycarbonyl)amino)cyclopropanecarboxamido)-3-chloro-1H-pyrrole-2-carboxylate (500 mg, 1.40 mmol) in water (12 mL) was purged with NH3 gas for 5 minutes. The sealed pressure tube was heated at 110° C. for 12 h. The reaction mixture was dissolved in EtOAc (100 mL) and washed with water (50 mL). The organic layer was separated, dried over Na2SO4 and concentrated under reduced pressure. The residue was purified using CombiFlash ISCO (REDISEP®, SiO2, 12 g, ... Starting materials: C(C)(C)(C)OC(=O)N1CC=2N(C=3C=C(C(=CC3C2)Br)C)[C@@H](C1)C ((R)-8-bromo-4,7-dimethyl-1,2,3,4-tetrahydro-pyrazino[1,2-a]indole-2-carboxylic acid tert-butyl ester). Reagents/catalysts: [Pd] (palladium on charcoal), [Pd] (palladium on charcoal), [Pd] (palladium on charcoal). Solvent: C(C)O (ethanol). Run at time 6 hour. Product: C(C)(C)(C)OC(=O)N1CC=2N(C=3C=C(C=CC3C2)C)[C@@H](C1)C ((R)-4,7-dimethyl-1,2,3,4-tetrahydro-pyrazino[1,2-a]indole-2-carboxylic acid tert-butyl ester). Yield: 49.0%. RXN SMILES: [C:1]([O:5][C:6]([N:8]1[CH2:22][C@@H:21]([CH3:23])[N:11]2[C:12]3[CH:13]=[C:14]([CH3:20])[C:15](Br)=[CH:16][C:17]=3[CH:18]=[C:10]2[CH2:9]1)=[O:7])([CH3:4])([CH3:3])[CH3:2]>C(O)C.[Pd]>[C:1]([O:5][C:6]([N:8]1[CH2:22][C@@H:21]([CH3:23])[N:11]2[C:12]3[CH:13]=[C:14]([CH3:20])[CH:15]=[CH:16][C:17]=3[CH:18]=[C:10]2[CH2:9]1)=[O:7])([CH3:4])([CH3:2])[CH3:3]. Procedure: To a solution of 1.52 g (R)-8-bromo-4,7-dimethyl-1,2,3,4-tetrahydro-pyrazino[1,2-a]indole-2-carboxylic acid tert-butyl ester in 15 ml ethanol was added 0.15 g 10% palladium on charcoal and the mixture was stirred under a hydrogen atmosphere for 6 h. A further 0.15 g 10% palladium on charcoal was added and the mixture was stirred a further 6 h under a hydrogen atmosphere. Again 0.15 g 10% palladium on charcoal was added and the mixture was stirred a further 6 h under a hydrogen atmosphere . The c... Reactants: C(C)OC(=O)C=1C=NN(C1Cl)C(C)(C)C (1-tert-butyl-5-chloro-1H-pyrazole-4-carboxylic acid ethyl ester), [Li+].[OH-] (LiOH). The solvent is CO (methanol), O (water). The product is C(C)(C)(C)N1N=CC(=C1Cl)C(=O)O (1-tert-butyl-5-chloro-1H-pyrazole-4-carboxylic acid). Isolated yield 91.0%. As a reaction SMILES: C([O:3][C:4]([C:6]1[CH:7]=[N:8][N:9]([C:12]([CH3:15])([CH3:14])[CH3:13])[C:10]=1[Cl:11])=[O:5])C.[Li+].[OH-]>CO.O>[C:12]([N:9]1[C:10]([Cl:11])=[C:6]([C:4]([OH:5])=[O:3])[CH:7]=[N:8]1)([CH3:15])([CH3:13])[CH3:14] |f:1.2|. Procedure details: To a solution of 1-tert-butyl-5-chloro-1H-pyrazole-4-carboxylic acid ethyl ester (5 g, 21.7 mmol) in methanol (50 mL) and water (50 mL) was added LiOH (0.63 g, 26.3 mmol). The reaction mixture was stirred at reflux overnight and then concentrated under reduced pressure to remove the methanol. The residue was diluted with water, acidified to pH 2 with concentrated HCl (4 mL), and extracted with ethyl acetate. The organic extracts were evaporated in vacuo to give 1-tert-butyl-5-chloro-1H-pyrazole-... Starting materials: COC(=O)C(C)(C)N1CCC(Cc2nc3c(N4CCOCC4)nc(-n4c(C)nc5ccccc54)nc3n2C)CC1, [Li+], [OH-]. The product is Cc1nc2ccccc2n1-c1nc(N2CCOCC2)c2nc(CC3CCN(C(C)(C)C(=O)O)CC3)n(C)c2n1. Reaction SMILES: [CH3:1][C:2]([C:3](=[O:4])[O:5][CH3:6])([CH3:7])[N:8]1[CH2:9][CH2:10][CH:11]([CH2:14][c:15]2[n:16]([CH3:40])[c:17]3[n:18][c:19](-[n:30]4[c:31]([CH3:39])[n:32][c:33]5[c:34]4[cH:35][cH:36][cH:37][cH:38]5)[n:20][c:21]([N:24]4[CH2:25][CH2:26][O:27][CH2:28][CH2:29]4)[c:22]3[n:23]2)[CH2:12][CH2:13]1.[Li+:41].[OH-:42]>>[CH3:1][C:2]([C:3](=[O:4])[OH:5])([CH3:7])[N:8]1[CH2:9][CH2:10][CH:11]([CH2:14][c:15]2[n:16]([CH3:40])[c:17]3[n:18][c:19](-[n:30]4[c:31]([CH3:39])[n:32][c:33]5[c:34]4[cH:35][cH:36][cH:37][cH:38]5)[n:20][c:21]([N:24]4[CH2:25][CH2:26][O:27][CH2:28][CH2:29]4)[c:22]3[n:23]2)[CH2:12][CH2:13]1. Starting materials: CC(C)(C)OC(=O)N1CC(O)CC1C(=O)O, O=C([O-])[O-], CC#N, C=CCOC1CC(C2OC(=O)NC2Cc2cc(F)cc(F)c2)N(C(c2ccccc2)c2ccccc2)C1, C=CCOC1CNC(C2OC(=O)NC2Cc2cc(F)cc(F)c2)C1, [K+], [K+]. Product: O=C1NC(Cc2cc(F)cc(F)c2)C(C2CC(O)CN2C(c2ccccc2)c2ccccc2)O1. As a reaction SMILES: [C:1]([O:2][C:3]([N:4]1[CH2:5][CH:6]([OH:7])[CH2:8][CH:9]1[C:10]([OH:11])=[O:12])=[O:13])([CH3:14])([CH3:15])[CH3:16].[C:78](=[O:79])([O-:80])[O-:81].[CH3:84][C:85]#[N:86].[F:17][c:18]1[cH:19][c:20]([CH2:21][CH:22]2[NH:23][C:24](=[O:49])[O:25][CH:26]2[CH:27]2[N:28]([CH:36]([c:37]3[cH:38][cH:39][cH:40][cH:41][cH:42]3)[c:43]3[cH:44][cH:45][cH:46][cH:47][cH:48]3)[CH2:29][CH:30]([O:32][CH2:33][CH:34]=[CH2:35])[CH2:31]2)[cH:50][c:51]([F:53])[cH:52]1.[F:54][c:55]1[cH:56][c:57]([CH2:62][CH:63]2[CH:64]([CH:65]3[CH2:66][CH:67]([O:68][CH2:69][CH:70]=[CH2:71])[CH2:72][NH:73]3)[O:74][C:75](=[O:76])[NH:77]2)[cH:58][c:59]([F:60])[cH:61]1.[K+:82].[K+:83]>>[F:17][c:18]1[cH:19][c:20]([CH2:21][CH:22]2[NH:23][C:24](=[O:49])[O:25][CH:26]2[CH:27]2[N:28]([CH:36]([c:37]3[cH:38][cH:39][cH:40][cH:41][cH:42]3)[c:43]3[cH:44][cH:45][cH:46][cH:47][cH:48]3)[CH2:29][CH:30]([OH:32])[CH2:31]2)[cH:50][c:51]([F:53])[cH:52]1.